This data is from the Open Reaction Database (ORD), a public repository of structured organic reaction records. The task is: describe an organic reaction: reactants, conditions, products, and yield Starting materials: CC(C)(C)OC(=O)N1CCN(C(=O)C2CCCN(C3CCN(C(=O)c4cc(-c5ccccc5)nc(-c5ccccc5)c4)CC3)C2)CC1, CCOC(C)=O, Cl. Product: O=C(c1cc(-c2ccccc2)nc(-c2ccccc2)c1)N1CCC(N2CCCC(C(=O)N3CCNCC3)C2)CC1. As a reaction SMILES: [C:1]([O:2][C:3](=[O:4])[N:8]1[CH2:9][CH2:10][N:11]([C:14](=[O:15])[CH:16]2[CH2:17][N:18]([CH:22]3[CH2:23][CH2:24][N:25]([C:28](=[O:29])[c:30]4[cH:31][c:32](-[c:42]5[cH:43][cH:44][cH:45][cH:46][cH:47]5)[n:33][c:34](-[c:36]5[cH:37][cH:38][cH:39][cH:40][cH:41]5)[cH:35]4)[CH2:26][CH2:27]3)[CH2:19][CH2:20][CH2:21]2)[CH2:12][CH2:13]1)([CH3:5])([CH3:6])[CH3:7].[CH3:49][CH2:50][O:51][C:52](=[O:53])[CH3:54].[ClH:48]>>[NH:8]1[CH2:9][CH2:10][N:11]([C:14](=[O:15])[CH:16]2[CH2:17][N:18]([CH:22]3[CH2:23][CH2:24][N:25]([C:28](=[O:29])[c:30]4[cH:31][c:32](-[c:42]5[cH:43][cH:44][cH:45][cH:46][cH:47]5)[n:33][c:34](-[c:36]5[cH:37][cH:38][cH:39][cH:40][cH:41]5)[cH:35]4)[CH2:26][CH2:27]3)[CH2:19][CH2:20][CH2:21]2)[CH2:12][CH2:13]1. The reactants are BrC=1C=NNC1 (4-bromopyrazole), C([O-])([O-])=O.[Cs+].[Cs+] (cesium carbonate), CS(=O)(=O)OCC[C@H](CC1=CC=C(C=C1)Cl)NC(=O)OC(C)(C)C ((3S)-3-((tert-butoxycarbonyl)amino)-4-(4-chlorophenyl)butyl methanesulfonate). Run in C(Cl)Cl (DCM), CN(C)C=O (DMF). Reaction conditions: time 16 hour. Yields the product BrC=1C=NN(C1)CC[C@H](CC1=CC=C(C=C1)Cl)NC(OC(C)(C)C)=O ((S)-tert-Butyl 4-(4-bromo-1H-pyrazol-1-yl)-1-(4-chlorophenyl)butan-2-ylcarbamate). Yield: 93.3%. Reaction SMILES: [Br:1][C:2]1[CH:3]=[N:4][NH:5][CH:6]=1.C(=O)([O-])[O-].[Cs+].[Cs+].CS(O[CH2:18][CH2:19][C@@H:20]([NH:29][C:30]([O:32][C:33]([CH3:36])([CH3:35])[CH3:34])=[O:31])[CH2:21][C:22]1[CH:27]=[CH:26][C:25]([Cl:28])=[CH:24][CH:23]=1)(=O)=O>CN(C=O)C.C(Cl)Cl>[Br:1][C:2]1[CH:3]=[N:4][N:5]([CH2:18][CH2:19][C@@H:20]([NH:29][C:30](=[O:31])[O:32][C:33]([CH3:36])([CH3:35])[CH3:34])[CH2:21][C:22]2[CH:27]=[CH:26][C:25]([Cl:28])=[CH:24][CH:23]=2)[CH:6]=1 |f:1.2.3|. Procedure details: To a mixture of 4-bromopyrazole (1.26 g, 8.57 mmol) and cesium carbonate (4.66 g, 14.3 mmol) in DMF (20 mL) was added (3S)-3-((tert-butoxycarbonyl)amino)-4-(4-chlorophenyl)butyl methanesulfonate (2.70 g, 7.15 mmol). The mixture was stirred for 16 hours at room temperature. The mixture was diluted with DCM and washed with H2O (2×). The combined organic layers were dried over Na2SO4, filtered and concentrated. The residue was purified by column chromatography (EtOAc/Hexanes, 0-25%) to give the pro... Starting materials: CCc1cc(-c2ccc(S(=O)(=O)Cl)o2)c(C)[nH]c1=O, NCc1cccnc1. Product: CCc1cc(-c2ccc(S(=O)(=O)NCc3cccnc3)o2)c(C)[nH]c1=O, Cl. RXN SMILES: [CH2:1]([CH3:2])[c:3]1[cH:4][c:5](-[c:11]2[cH:12][cH:13][c:14]([S:16](=[O:17])(=[O:18])[Cl:19])[o:15]2)[c:6]([CH3:10])[nH:7][c:8]1=[O:9].[n:20]1[cH:21][c:22]([CH2:26][NH2:27])[cH:23][cH:24][cH:25]1>>[CH2:1]([CH3:2])[c:3]1[cH:4][c:5](-[c:11]2[cH:12][cH:13][c:14]([S:16](=[O:17])(=[O:18])[NH:27][CH2:26][c:22]3[cH:21][n:20][cH:25][cH:24][cH:23]3)[o:15]2)[c:6]([CH3:10])[nH:7][c:8]1=[O:9].[ClH:19]. Reactants: C(=O)([O-])[O-].[K+].[K+] (K2CO3), S1CCCC2=CC=CC(=C12)O (8-thiochromanol), BrCCCC(=O)OCC (ethyl 4-bromobutyrate). The solvent is CN(C=O)C (dimethylformamide), CN(C=O)C (DMF). Run at temperature 60 celsius. Product: S1CCCC2=CC=CC(=C12)OCCCC(=O)OCC (ETHYL 4-[(thiochroman-8-yl)oxy]butyrate). Isolated yield 98.1%. As a reaction SMILES: [S:1]1[C:10]2[C:5](=[CH:6][CH:7]=[CH:8][C:9]=2[OH:11])[CH2:4][CH2:3][CH2:2]1.C([O-])([O-])=O.[K+].[K+].Br[CH2:19][CH2:20][CH2:21][C:22]([O:24][CH2:25][CH3:26])=[O:23]>CN(C)C=O>[S:1]1[C:10]2[C:5](=[CH:6][CH:7]=[CH:8][C:9]=2[O:11][CH2:19][CH2:20][CH2:21][C:22]([O:24][CH2:25][CH3:26])=[O:23])[CH2:4][CH2:3][CH2:2]1 |f:1.2.3|. Procedure: Under argon and with stirring, 1.5 g (9.02 mmol) of 8-thiochromanol are dissolved in 5 cm3 of dimethylformamide (DMF). 3.74 g (27.06 mmol) of K2CO3 are added and then 1.94 g (9.92 mmol) of ethyl 4-bromobutyrate dissolved in 6 cm3 of DMF are added dropwise. The mixture is heated at 60° C. for 5 hours. The DMF is evaporated off. The residue is taken up in H2O. The product is extracted with CH2Cl2 and then dried over MgSO4. Purification over a silica column (eluant: ether/petroleum ether 3 : 7) yie... The reactants are CC#CCOc1ncnc(Cl)c1F, CC1CNCC(C)C1, CCO. The product is CC#CCOc1ncnc(N2CC(C)CC(C)C2)c1F. As a reaction SMILES: [CH2:1]([C:2]#[C:3][CH3:4])[O:5][c:6]1[n:7][cH:8][n:9][c:10]([Cl:13])[c:11]1[F:12].[CH3:14][CH:15]1[CH2:16][NH:17][CH2:18][CH:19]([CH3:21])[CH2:20]1.[CH3:22][CH2:23][OH:24]>>[CH2:1]([C:2]#[C:3][CH3:4])[O:5][c:6]1[n:7][cH:8][n:9][c:10]([N:17]2[CH2:16][CH:15]([CH3:14])[CH2:20][CH:19]([CH3:21])[CH2:18]2)[c:11]1[F:12].